From a dataset of the Open Reaction Database (ORD), a public repository of structured organic reaction records. describe an organic reaction: reactants, conditions, products, and yield Reactants: C(C)(C)(C)OC(=O)N[C@H](C(=O)OC(C)(C)C)CC(C(NCC1=C(C=C(C=C1OC)OC)OC)=O)OC(CCl)=O ((2S)-tert-butyl 2-(tert-butoxycarbonylamino)-4-(2-chloroacetoxy)-5-oxo-5-(2,4,6-trimethoxybenzylamino)pentanoate), NC(=S)N (thiourea), C(=O)(O)[O-].[Na+] (NaHCO3). Solvent: CCO.C1CCOC1 (EtOH THF). Run at temperature 50 celsius. The product is C(C)(C)(C)OC(=O)N[C@H](C(=O)OC(C)(C)C)CC(C(NCC1=C(C=C(C=C1OC)OC)OC)=O)O ((2S)-tert-butyl 2-(tert-butoxycarbonylamino)-4-hydroxy-5-oxo-5-(2,4,6-trimethoxybenzyl amino)pentanoate). RXN SMILES: [C:1]([O:5][C:6]([NH:8][C@@H:9]([CH2:17][CH:18]([O:35]C(=O)CCl)[C:19](=[O:34])[NH:20][CH2:21][C:22]1[C:27]([O:28][CH3:29])=[CH:26][C:25]([O:30][CH3:31])=[CH:24][C:23]=1[O:32][CH3:33])[C:10]([O:12][C:13]([CH3:16])([CH3:15])[CH3:14])=[O:11])=[O:7])([CH3:4])([CH3:3])[CH3:2].NC(N)=S.C([O-])(O)=O.[Na+]>CCO.C1COCC1>[C:1]([O:5][C:6]([NH:8][C@@H:9]([CH2:17][CH:18]([OH:35])[C:19](=[O:34])[NH:20][CH2:21][C:22]1[C:27]([O:28][CH3:29])=[CH:26][C:25]([O:30][CH3:31])=[CH:24][C:23]=1[O:32][CH3:33])[C:10]([O:12][C:13]([CH3:15])([CH3:14])[CH3:16])=[O:11])=[O:7])([CH3:2])([CH3:3])[CH3:4] |f:2.3,4.5|. Procedure: To a stirred solution of 9 (0.678 g, 1.18 mmol) in EtOH/THF (5/5 mL) was added thiourea (0.269 g, 3.54 mmol) and NaHCO3 (0.297 g, 3.54 mmol). The reaction mixture was stirred and heated to 50° C. for 1.5 h. The solvent was then removed under the reduced pressure and the residue was submitted to FC on silica gel (EtOAc/Hexanes, 45/55 to 60/40, V/V) to give 10 as a mixture of C(4) diastereomers as a waxy white solid (0.543 g, 91%): 1H NMR (200 MHz, CDCl3) δ 7.26 (br s, 1H), 6.13 (s, 1H), 6.12 (s, ... The reactants are [Li]CCCC, C1CCOC1, CN(C)CCN(C)C, CCCCCC, CC(C)(C)OC(=O)N1CCC(C=O)CC1, [Cl-], Cn1cnc2c(N3CCOCC3)nc(Cl)nc21, [NH4+]. Product: Cn1c(C(O)C2CCN(C(=O)OC(C)(C)C)CC2)nc2c(N3CCOCC3)nc(Cl)nc21. As a reaction SMILES: [CH2:26]([Li:27])[CH2:28][CH2:29][CH3:30].[CH2:54]1[O:55][CH2:56][CH2:57][CH2:58]1.[CH3:18][N:19]([CH3:20])[CH2:21][CH2:22][N:23]([CH3:24])[CH3:25].[CH3:48][CH2:49][CH2:50][CH2:51][CH2:52][CH3:53].[CH:31](=[O:32])[CH:33]1[CH2:34][CH2:35][N:36]([C:39](=[O:40])[O:41][C:42]([CH3:43])([CH3:44])[CH3:45])[CH2:37][CH2:38]1.[Cl-:46].[Cl:1][c:2]1[n:3][c:4]([N:12]2[CH2:13][CH2:14][O:15][CH2:16][CH2:17]2)[c:5]2[n:6][cH:7][n:8]([CH3:11])[c:9]2[n:10]1.[NH4+:47]>>[Cl:1][c:2]1[n:3][c:4]([N:12]2[CH2:13][CH2:14][O:15][CH2:16][CH2:17]2)[c:5]2[n:6][c:7]([CH:31]([OH:32])[CH:33]3[CH2:34][CH2:35][N:36]([C:39](=[O:40])[O:41][C:42]([CH3:43])([CH3:44])[CH3:45])[CH2:37][CH2:38]3)[n:8]([CH3:11])[c:9]2[n:10]1.